Task: describe an organic reaction: reactants, conditions, products, and yield. Dataset: the Open Reaction Database (ORD), a public repository of structured organic reaction records Starting materials: N[C@H](CO)C ((S)-2-aminopropan-1-ol), Cl.N[C@H](CO)C1=CC=C(C=C1)OC ((S)-2-Amino-2-(4-methoxyphenyl)ethanol hydrochloride), F[C@@H]1COCC[C@@H]1N ((3S,4S)-3-fluorotetrahydro-2H-pyran-4-amine), Cl.FC=1C=C(C=CC1OC)[C@H](N)C=1C=NN(C1)C ((S)-(3-Fluoro-4-methoxyphenyl)(1-methyl-1H-pyrazol-4-yl)methanamine hydrochloride). Product: OC[C@H](C1=CC=C(C=C1)OC)NC(=O)C=1C=C2C=C(N=CC2=CC1)N[C@@H]1[C@@H](COCC1)F (3-((3S,4S)-3-Fluoro-tetrahydro-pyran-4-ylamino)-isoquinoline-6-carboxylic acid [(S)-2-hydroxy-1-(4-methoxy-phenyl)-ethyl]-amide). Reaction SMILES: N[C@@H:2]([CH3:5])[CH2:3][OH:4].[F:6][C@H:7]1[C@@H:12]([NH2:13])[CH2:11][CH2:10][O:9][CH2:8]1.Cl.FC1C=[C:18]([C@@H:24]([C:26]2C=N[N:29]([CH3:31])[CH:30]=2)N)[CH:19]=[CH:20]C=1OC.Cl.[NH2:33][C@@H:34]([C:37]1[CH:42]=[CH:41][C:40]([O:43][CH3:44])=[CH:39][CH:38]=1)[CH2:35][OH:36]>>[OH:36][CH2:35][C@@H:34]([NH:33][C:3]([C:2]1[CH:5]=[C:24]2[C:18](=[CH:19][CH:20]=1)[CH:31]=[N:29][C:30]([NH:13][C@H:12]1[CH2:11][CH2:10][O:9][CH2:8][C@H:7]1[F:6])=[CH:26]2)=[O:4])[C:37]1[CH:42]=[CH:41][C:40]([O:43][CH3:44])=[CH:39][CH:38]=1 |f:2.3,4.5|. Reported procedure: 3-((3S,4S)-3-Fluoro-tetrahydro-pyran-4-ylamino)-isoquinoline-6-carboxylic acid [(S)-2-hydroxy-1-(4-methoxy-phenyl)-ethyl]-amide (II-43) was prepared analogously except in step 2, (S)-2-aminopropan-1-ol was replaced with (3S,4S)-3-fluorotetrahydro-2H-pyran-4-amine (71c) and in step 5, 50c was replaced with (S)-2-amino-2-(4-methoxyphenyl)ethanol hydrochloride (62c). 1H NMR (500 MHz, DMSO-d6): δ 8.93 (s, 1H), 8.80 (d, J=8.5 Hz, 1H), 8.09 (s, 1H), 7.87 (d, J=9.0 Hz, 1H), 7.56 (d, J=9.0 Hz, 1H), 7.33...